This data is from the Open Reaction Database (ORD), a public repository of structured organic reaction records. The task is: describe an organic reaction: reactants, conditions, products, and yield Reaction conditions: time 18 hour. Reaction SMILES: [C:1]([O-:8])(=[O:7])/[CH:2]=[CH:3]/[C:4]([O-:6])=[O:5].[NH4+:9].[NH4+].P([O-])(O)(O)=O.[K+].O.O.O.O.O.O.O.S([O-])([O-])(=O)=O.[Mg+2]>>[NH2:9][C@H:2]([C:1]([OH:8])=[O:7])[CH2:3][C:4]([OH:6])=[O:5] |f:0.1.2,3.4,5.6.7.8.9.10.11.12.13|. Procedure: Serratia marcescens TA5002 was inoculated in a medium (500 ml, pH 7.0) containing ammonium fumarate (3%), potassium dihydrogen phosphate (0.2%), magnesium sulfate heptahydrate (0.05%), corn steep liquor (4%) and yeast extract (2%) and cultivated at 30° C. for 18 hours. The resulting culture was adjusted to pH 8.5 with aqueous ammonia and added thereto ammonium fumarate (65 g) and Triton X-100 (500 mg). The mixture was allowed to react at 37° C. for 5 hours. Then, the reaction mixture was filtere... Reactants: C(\C=C\C(=O)[O-])(=O)[O-].[NH4+].[NH4+] (ammonium fumarate), P(=O)(O)(O)[O-].[K+] (potassium dihydrogen phosphate), O.O.O.O.O.O.O.S(=O)(=O)([O-])[O-].[Mg+2] (magnesium sulfate heptahydrate), TA5002. The product is N[C@@H](CC(=O)O)C(=O)O (L-aspartic acid). The reactants are C(C1=CC=CC=C1)N(C1=C(C(=CC=C1)NS(=O)(=O)C)C)CC1=CC=C(OC=2C=C(OCCCC(=O)O)C=CC2)C=C1 (4-(3-{4-[(benzyl{2-methyl-3-[(methylsulfonyl)amino]phenyl}amino)methyl]phenoxy}phenoxy)butanoic acid), Cl.C(C)OC(CCN)=O (β-alanine ethyl ester hydrochloride). Product: C(C1=CC=CC=C1)N(C1=C(C(=CC=C1)NS(=O)(=O)C)C)CC1=CC=C(OC=2C=C(OCCCC(=O)NCCC(=O)O)C=CC2)C=C1 (N-[4-(3-{4-[(benzyl{2-methyl-3-[(methylsulfonyl)amino]phenyl}amino)methyl]phenoxy}phenoxy)butanoyl]-beta-alanine). Reaction SMILES: [CH2:1]([N:8]([CH2:21][C:22]1[CH:41]=[CH:40][C:25]([O:26][C:27]2[CH:28]=[C:29]([CH:37]=[CH:38][CH:39]=2)[O:30][CH2:31][CH2:32][CH2:33][C:34](O)=[O:35])=[CH:24][CH:23]=1)[C:9]1[CH:14]=[CH:13][CH:12]=[C:11]([NH:15][S:16]([CH3:19])(=[O:18])=[O:17])[C:10]=1[CH3:20])[C:2]1[CH:7]=[CH:6][CH:5]=[CH:4][CH:3]=1.Cl.C([O:45][C:46](=[O:50])[CH2:47][CH2:48][NH2:49])C>>[CH2:1]([N:8]([CH2:21][C:22]1[CH:23]=[CH:24][C:25]([O:26][C:27]2[CH:28]=[C:29]([CH:37]=[CH:38][CH:39]=2)[O:30][CH2:31][CH2:32][CH2:33][C:34]([NH:49][CH2:48][CH2:47][C:46]([OH:50])=[O:45])=[O:35])=[CH:40][CH:41]=1)[C:9]1[CH:14]=[CH:13][CH:12]=[C:11]([NH:15][S:16]([CH3:19])(=[O:17])=[O:18])[C:10]=1[CH3:20])[C:2]1[CH:7]=[CH:6][CH:5]=[CH:4][CH:3]=1 |f:1.2|. Procedure details: The product from Example 116B and β-alanine ethyl ester hydrochloride were processed as described in Example 104B to provide the title compound. 1H NMR (300 MHz, DMSO-d6) δ8.97 (s, 1 H), 7.90 (t, 1 H), 7.14-7.36 (m, 8 H), 6.85-7.12 (m, 5 H), 6.67 (ddd, 1 H), 6.48 (m, 2 H), 4.06 (s, 2 H), 4.02 (s, 2 H), 3.90 (t, 2 H), 3.80 (br.s, 1 H), 3.22 (dd, 2 H), 2.91 (s, 3 H), 2.40 (s, 3 H), 2.35 (t, 2 H), 2.19 (t, 2 H), 1.76-1.98 (m, 2 H); MS (APCI) m/z 646 (M+H+). Starting materials: CCN(CC)CCS(=N)(=O)c1nsnc1-n1ccnc1, C=O, O=CO, [Na+], [OH-], O. Yields the product CCN(CC)CCS(=O)(=NC)c1nsnc1-n1ccnc1. RXN SMILES: [CH2:1]([CH3:2])[N:3]([CH2:4][CH2:5][S:6](=[O:7])(=[NH:8])[c:9]1[n:10][s:11][n:12][c:13]1-[n:14]1[cH:15][n:16][cH:17][cH:18]1)[CH2:19][CH3:20].[CH2:21]=[O:22].[CH:23]([OH:24])=[O:25].[Na+:27].[OH-:26].[OH2:28]>>[CH2:1]([CH3:2])[N:3]([CH2:4][CH2:5][S:6](=[O:7])(=[N:8][CH3:23])[c:9]1[n:10][s:11][n:12][c:13]1-[n:14]1[cH:15][n:16][cH:17][cH:18]1)[CH2:19][CH3:20].